Dataset: the Open Reaction Database (ORD), a public repository of structured organic reaction records. Task: describe an organic reaction: reactants, conditions, products, and yield Starting materials: [BH4-].[Na+] (Sodium borohydride), CC1(C(C1)CC1C(C(=CC1)C)(C)C)C(C)=O (1-[1-methyl-2-(2,2,3-trimethyl-cyclopent-3-enylmethyl)cyclopropyl]ethanone). The product is CC1(C(C1)CC1C(C(=CC1)C)(C)C)C(C)O (1-[1-methyl-2-(2,2,3-trimethylcyclopent-3-enylmethyl)cyclopropyl]ethanol). Isolated yield 52.9%. RXN SMILES: [BH4-].[Na+].[CH3:3][C:4]1([C:16](=[O:18])[CH3:17])[CH2:6][CH:5]1[CH2:7][CH:8]1[CH2:12][CH:11]=[C:10]([CH3:13])[C:9]1([CH3:15])[CH3:14]>>[CH3:3][C:4]1([CH:16]([OH:18])[CH3:17])[CH2:6][CH:5]1[CH2:7][CH:8]1[CH2:12][CH:11]=[C:10]([CH3:13])[C:9]1([CH3:15])[CH3:14] |f:0.1|. Reported procedure: Sodium borohydride reduction of 3.0 g (13.6 mmol) of 1-[1-methyl-2-(2,2,3-trimethyl-cyclopent-3-enylmethyl)cyclopropyl]ethanone from Example 12a according to Example 11b gave 1.6 g of 1-[1-methyl-2-(2,2,3-trimethylcyclopent-3-enylmethyl)cyclopropyl]ethanol (53% yield). Reactants: C(C)(C)(C)OC(=O)N[C@H](C(=O)OC)C ((S)-methyl 2-((tert-butoxycarbonyl)amino)propanoate), NN (hydrazine), NN (hydrazine). Run in C1CCOC1 (THF). Conditions: time 21 hour. The product is C(C)(C)(C)OC(N[C@H](C(=O)NN)C)=O ((S)-tert-butyl(1-hydrazinyl-1-oxopropan-2-yl)carbamate). Reaction SMILES: [C:1]([O:5][C:6]([NH:8][C@@H:9]([CH3:14])[C:10](OC)=[O:11])=[O:7])([CH3:4])([CH3:3])[CH3:2].[NH2:15][NH2:16]>C1COCC1>[C:1]([O:5][C:6](=[O:7])[NH:8][C@@H:9]([CH3:14])[C:10]([NH:15][NH2:16])=[O:11])([CH3:4])([CH3:3])[CH3:2]. Procedure details: A solution of (S)-methyl 2-((tert-butoxycarbonyl)amino)propanoate (1.00 g, 4.92 mmol) and hydrazine (0.23 mL, 1.5 equiv) in THF (8 mL) was heated in a sealed tube at 72° C. for 15 hours. Additional hydrazine (0.23 mL, 1.5 equiv) was added and heating was continued for another 21 hours. The reaction was then cooled to room temperature and concentrated in vacuo to give crude (S)-tert-butyl(1-hydrazinyl-1-oxopropan-2-yl)carbamate (1 g, white solid), which was used without purification. 1H NMR (400 ... Reactants: CC(C)N(NC(=O)c1ccccc1)C(=O)CCc1ccccc1Br, O=C([O-])[O-], COCCOC, OB(O)c1ccccc1Cl, [Na+], [Na+]. Product: CC(C)N(NC(=O)c1ccccc1)C(=O)CCc1ccccc1-c1ccccc1Cl. Reaction SMILES: [Br:1][c:2]1[c:3]([CH2:8][CH2:9][C:10](=[O:11])[N:12]([NH:13][C:14]([c:15]2[cH:16][cH:17][cH:18][cH:19][cH:20]2)=[O:21])[CH:22]([CH3:23])[CH3:24])[cH:4][cH:5][cH:6][cH:7]1.[C:25](=[O:26])([O-:27])[O-:28].[CH3:41][O:42][CH2:43][CH2:44][O:45][CH3:46].[Cl:31][c:32]1[c:33]([B:38]([OH:39])[OH:40])[cH:34][cH:35][cH:36][cH:37]1.[Na+:29].[Na+:30]>>[c:2]1(-[c:33]2[c:32]([Cl:31])[cH:37][cH:36][cH:35][cH:34]2)[c:3]([CH2:8][CH2:9][C:10](=[O:11])[N:12]([NH:13][C:14]([c:15]2[cH:16][cH:17][cH:18][cH:19][cH:20]2)=[O:21])[CH:22]([CH3:23])[CH3:24])[cH:4][cH:5][cH:6][cH:7]1.